This data is from the Open Reaction Database (ORD), a public repository of structured organic reaction records. The task is: describe an organic reaction: reactants, conditions, products, and yield Reactants: solution, [F-].C(CCC)[N+](CCCC)(CCCC)CCCC (tetrabutylammonium fluoride), BrC1=CC2=C(N(C=N2)C2=CC(=C(S2)C(=O)OC)O[Si](C)(C)C(C)(C)C)C=C1 (methyl 5-(5-bromo-1H-benzimidazol-1-yl)-3-{[tert-butyl(dimethyl)-silyl]oxy}thiophene-2-carboxylate). Run in C1CCOC1 (THF), C1CCOC1 (THF). The product is BrC1=CC2=C(N(C=N2)C2=CC(=C(S2)C(=O)OC)O)C=C1 (Methyl 5-(5-bromo-1H-benzimidazol-1-yl)-3-hydroxy-2-thiophenecarboxylate). As a reaction SMILES: [Br:1][C:2]1[CH:27]=[CH:26][C:5]2[N:6]([C:9]3[S:13][C:12]([C:14]([O:16][CH3:17])=[O:15])=[C:11]([O:18][Si](C(C)(C)C)(C)C)[CH:10]=3)[CH:7]=[N:8][C:4]=2[CH:3]=1.[F-].C([N+](CCCC)(CCCC)CCCC)CCC>C1COCC1>[Br:1][C:2]1[CH:27]=[CH:26][C:5]2[N:6]([C:9]3[S:13][C:12]([C:14]([O:16][CH3:17])=[O:15])=[C:11]([OH:18])[CH:10]=3)[CH:7]=[N:8][C:4]=2[CH:3]=1 |f:1.2|. Reported procedure: In an alternative procedure, to a solution of methyl 5-(5-bromo-1H-benzimidazol-1-yl)-3-{[tert-butyl(dimethyl)-silyl]oxy}thiophene-2-carboxylate (12 g, 25 mmol) in 250 mL of THF cooled to 0° C. was added a 1M solution of tetrabutylammonium fluoride in THF (28 ml, 28 mmol). The reaction was quenched with water and extracted with EtOAc. The combined organic layers were washed with water, dried over MgSO4 and concentrated onto silica gel. The crude material was purified by flash column chromatograp...